Dataset: the Open Reaction Database (ORD), a public repository of structured organic reaction records. Task: describe an organic reaction: reactants, conditions, products, and yield Reactants: C, COc1ccnc(C(=O)O)c1[N+](=O)[O-], [H][H], [Na+], O, O=C([O-])O, [Pd]. Product: COc1ccnc(C(=O)O)c1N. RXN SMILES: [C:22].[CH3:1][O:2][c:3]1[c:4]([N+:12]([O-:13])=[O:14])[c:5]([C:9](=[O:10])[OH:11])[n:6][cH:7][cH:8]1.[H:20][H:21].[Na+:15].[OH2:24].[OH:16][C:17](=[O:18])[O-:19].[Pd:23]>>[CH3:1][O:2][c:3]1[c:4]([NH2:12])[c:5]([C:9](=[O:10])[OH:11])[n:6][cH:7][cH:8]1.